describe an organic reaction: reactants, conditions, products, and yield From a dataset of the Open Reaction Database (ORD), a public repository of structured organic reaction records. Starting materials: C(CCC)[Li] (n-butyllithium), [Cl-].[Na+] (sodium chloride), ClC1=CC=C(C=C1)CC#C (1-chloro-4-(2-propynyl)benzene), C=O (para-formaldehyde). The solvent is CCCCCC (hexane), CCOCC (ether). Conditions: time 30 minute. Yields the product ClC1=CC=C(C=C1)C(C#CC)O (1-(4-Chlorophenyl)-2-butyn- 1-ol). As a reaction SMILES: Cl[C:2]1[CH:7]=[CH:6][C:5](CC#C)=[CH:4][CH:3]=1.[CH2:11]([Li])[CH2:12][CH2:13]C.[CH2:16]=[O:17].[Cl-:18].[Na+]>CCOCC.CCCCCC>[Cl:18][C:2]1[CH:7]=[CH:6][C:5]([CH:16]([OH:17])[C:11]#[C:12][CH3:13])=[CH:4][CH:3]=1 |f:3.4|. Procedure details: Under nitrogen and with cooling, to a solution of 150.6 g (1.0 mole) 1-chloro-4-(2-propynyl)benzene in 600 ml of anhydrous ether, add dropwise 400 ml of 2.5M n-butyllithium (1.0 mole) in hexane. When addition is complete, stir a further 30 minutes and under N2 add 31 g of para-formaldehyde. Stir the mixture in a dry ice/acetone bath for 1 hour. Allow to warm to room temperature and then allow to reflux. When the reaction is complete, add 400 ml of saturated aqueous sodium chloride. Separate the ... The reactants are Cl(=O)[O-].[Na+] (Sodium chlorite), S(N)(O)(=O)=O (sulphamic acid), FC1=C(C=O)C=CC(=C1)N(CC#C)C1CCC2=C1C=C1C(N(C(=NC1=C2)C)COC(C(C)(C)C)=O)=O (o-fluoro-p-[N-((6RS)-2-methyl-4-oxo-3-pivaloyloxymethyl-3,4,7,8-tetrahydro-6H-cyclopenta[g]quinazolin-6-yl)-N-(prop-2-ynyl)amino]benzaldehyde), C(C)(=O)[O-].[Na+] (sodium acetate). The solvent is C(C)(=O)O (acetic acid), C(C)(C)(C)O (tert-butanol). Reaction conditions: time 24 hour. Product: FC1=C(C(=O)O)C=CC(=C1)N(CC#C)C1CCC2=C1C=C1C(N(C(=NC1=C2)C)COC(C(C)(C)C)=O)=O (o-fluoro-p-[N-((6RS)-2-methyl-4-oxo-3-pivaloyloxymethyl-3,4,7,8-tetrahydro-6H-cyclopenta[g]quinazolin-6-yl)-N-(prop-2-ynyl)amino]benzoic acid). As a reaction SMILES: Cl([O-])=O.[Na+].S(=O)(=O)(O)N.[F:10][C:11]1[CH:18]=[C:17]([N:19]([CH:23]2[C:27]3[CH:28]=[C:29]4[C:34](=[CH:35][C:26]=3[CH2:25][CH2:24]2)[N:33]=[C:32]([CH3:36])[N:31]([CH2:37][O:38][C:39](=[O:44])[C:40]([CH3:43])([CH3:42])[CH3:41])[C:30]4=[O:45])[CH2:20][C:21]#[CH:22])[CH:16]=[CH:15][C:12]=1[CH:13]=[O:14].C([O-])(=[O:48])C.[Na+]>C(O)(=O)C.C(O)(C)(C)C>[F:10][C:11]1[CH:18]=[C:17]([N:19]([CH:23]2[C:27]3[CH:28]=[C:29]4[C:34](=[CH:35][C:26]=3[CH2:25][CH2:24]2)[N:33]=[C:32]([CH3:36])[N:31]([CH2:37][O:38][C:39](=[O:44])[C:40]([CH3:41])([CH3:43])[CH3:42])[C:30]4=[O:45])[CH2:20][C:21]#[CH:22])[CH:16]=[CH:15][C:12]=1[C:13]([OH:48])=[O:14] |f:0.1,4.5|. Procedure: Sodium chlorite (0.28 g) and sulphamic acid (0.24 g) were added portionwise to a stirred mixture of o-fluoro-p-[N-((6RS)-2-methyl-4-oxo-3-pivaloyloxymethyl-3,4,7,8-tetrahydro-6H-cyclopenta[g]quinazolin-6-yl)-N-(prop-2-ynyl)amino]benzaldehyde (0.47 g), 0.2M sodium acetate in acetic acid buffer (pH 4, 70 ml) and tert-butanol (70 ml). The mixture was stirred at ambient temperature for 24 hours. The mixture was partitioned between methylene chloride and a saturated aqueous sodium dihydrogen phosphat... Starting materials: C(CCC)C1N(C(C=N1)(CC(=O)OC)Cl)CC1=CC=C(C=C1)[N+](=O)[O-] (Methyl 2-butyl-5-chloro-1-(4-nitrobenzyl)-imidazole-5-acetate), C(CCC)C1N(C(C=N1)(CC(=O)O)Cl)CC1=CC=C(C=C1)[N+](=O)[O-] (2-butyl-5-chloro-1-(4-nitrobenzyl)imidazole-5-acetic acid). Product: C(CCC)C=1N(C(=C(N1)Cl)CC(=O)O)CC1=CC=C(C=C1)[N+](=O)[O-] (2-Butyl-4-chloro-1-(4-nitrobenzyl)imidazole-5-acetic acid). RXN SMILES: [CH2:1]([CH:5]1[N:9]=[CH:8][C:7](Cl)([CH2:10][C:11]([O:13]C)=[O:12])[N:6]1[CH2:16][C:17]1[CH:22]=[CH:21][C:20]([N+:23]([O-:25])=[O:24])=[CH:19][CH:18]=1)[CH2:2][CH2:3][CH3:4].C(C1N=CC([Cl:39])(CC(O)=O)N1CC1C=CC([N+]([O-])=O)=CC=1)CCC>>[CH2:1]([C:5]1[N:6]([CH2:16][C:17]2[CH:22]=[CH:21][C:20]([N+:23]([O-:25])=[O:24])=[CH:19][CH:18]=2)[C:7]([CH2:10][C:11]([OH:13])=[O:12])=[C:8]([Cl:39])[N:9]=1)[CH2:2][CH2:3][CH3:4]. Reported procedure: Methyl 2-butyl-5-chloro-1-(4-nitrobenzyl)-imidazole-5-acetate was also prepared by the procedure described in Example 2 Part B from 2-butyl-5-chloro-1-(4-nitrobenzyl)imidazole-5-acetic acid. NMR (200 MHz, CDCl3) δ8.23 (d, 2H, J=10 Hz); 7.20 (d, 2H, J=10 Hz); 5.21 (s, 2H); 3.75 (s, 3H); 3.67 (s, 2H); 2.58 (t of t, 2H, J=7 Hz); 1.32 (q of t, 2H, J=7 Hz); 0.86 (t, 3H, J=7 Hz). Mass Calcd. for C17H20ClN3O4 ; 365.1142. Found 365.1132. Reactants: ClCCCC(=O)C1=CC=CC=C1 (4-chlorobutyrophenone), C(C1=CC=CC=C1)(=O)NC1CCNCC1 (4-benzamidopiperidine), O (water). The solvent is C(Cl)(Cl)Cl (CHCl3). Product: C(C1=CC=CC=C1)(=O)CCCN1CCC(CC1)NC(C1=CC=CC=C1)=O (1-(3-benzoylpropyl)-4-benzamidopiperidine). The yield is 9.1%. RXN SMILES: Cl[CH2:2][CH2:3][CH2:4][C:5]([C:7]1[CH:12]=[CH:11][CH:10]=[CH:9][CH:8]=1)=[O:6].[C:13]([NH:21][CH:22]1[CH2:27][CH2:26][NH:25][CH2:24][CH2:23]1)(=[O:20])[C:14]1[CH:19]=[CH:18][CH:17]=[CH:16][CH:15]=1.O>C(Cl)(Cl)Cl>[C:5]([CH2:4][CH2:3][CH2:2][N:25]1[CH2:26][CH2:27][CH:22]([NH:21][C:13](=[O:20])[C:14]2[CH:19]=[CH:18][CH:17]=[CH:16][CH:15]=2)[CH2:23][CH2:24]1)(=[O:6])[C:7]1[CH:12]=[CH:11][CH:10]=[CH:9][CH:8]=1. Procedure details: A mixture of 4-chlorobutyrophenone (447 mg, 2.45 mmol), 4-benzamidopiperidine (500 mg, 2.45 mmol) and K2Co3 (338 mg, 2.45 mmol) was heated up in boiling water bath for 1 hour. The reaction mixture was portioned between water and CHCl3. The organic layer was separated and dried over Na2SO4. After filtration and removal of solvent, the residue was purified by chromatography (SiO2, MeOH:CHCl3, 5:95). Recrystallization from AcOEt/hexane gave a white powder (78 mg, 8.2%). mp 143°-144° C.; 1H NMR (CD3... The reactants are O=Cc1ccncc1Br, Cc1cc(B2OC(C)(C)C(C)(C)O2)ccc1C#N, [Na+], [Na+], O=C([O-])[O-], CN(C)C=O. Yields the product Cc1cc(-c2cnccc2C=O)ccc1C#N. Reaction SMILES: [Br:19][c:20]1[cH:21][n:22][cH:23][cH:24][c:25]1[CH:26]=[O:27].[CH3:1][c:2]1[c:3]([C:4]#[N:5])[cH:6][cH:7][c:8]([B:10]2[O:11][C:12]([CH3:13])([CH3:14])[C:15]([CH3:16])([CH3:17])[O:18]2)[cH:9]1.[Na+:28].[Na+:29].[O-:30][C:31](=[O:32])[O-:33].[O:34]=[CH:35][N:36]([CH3:37])[CH3:38]>>[CH3:1][c:2]1[c:3]([C:4]#[N:5])[cH:6][cH:7][c:8](-[c:20]2[cH:21][n:22][cH:23][cH:24][c:25]2[CH:26]=[O:27])[cH:9]1. The reactants are CC(=O)CC(=O)c1ccccc1F, Cc1oc(-c2ccccc2)nc1CCOc1ccc(CC(N)C(=O)O)cc1. Yields the product CC(=CC(=O)c1ccccc1F)NC(Cc1ccc(OCCc2nc(-c3ccccc3)oc2C)cc1)C(=O)O. RXN SMILES: [F:28][c:29]1[c:30]([C:35]([CH2:36][C:37]([CH3:38])=[O:39])=[O:40])[cH:31][cH:32][cH:33][cH:34]1.[NH2:1][CH:2]([C:3](=[O:4])[OH:5])[CH2:6][c:7]1[cH:8][cH:9][c:10]([O:13][CH2:14][CH2:15][c:16]2[n:17][c:18](-[c:22]3[cH:23][cH:24][cH:25][cH:26][cH:27]3)[o:19][c:20]2[CH3:21])[cH:11][cH:12]1>>[NH:1]([CH:2]([C:3](=[O:4])[OH:5])[CH2:6][c:7]1[cH:8][cH:9][c:10]([O:13][CH2:14][CH2:15][c:16]2[n:17][c:18](-[c:22]3[cH:23][cH:24][cH:25][cH:26][cH:27]3)[o:19][c:20]2[CH3:21])[cH:11][cH:12]1)[C:37](=[CH:36][C:35]([c:30]1[c:29]([F:28])[cH:34][cH:33][cH:32][cH:31]1)=[O:40])[CH3:38]. The reactants are CCN(CC)CCN1CCCc2[nH]c(C=O)c(C)c2C1=O, O=C1Cc2c(cccc2-c2cccc(F)c2F)N1. Yields the product CCN(CC)CCN1CCCc2[nH]c(C=C3C(=O)Nc4cccc(-c5cccc(F)c5F)c43)c(C)c2C1=O. RXN SMILES: [CH2:1]([CH3:2])[N:3]([CH2:4][CH2:5][N:6]1[C:7](=[O:19])[c:8]2[c:9]([nH:13][c:14]([CH:17]=[O:18])[c:15]2[CH3:16])[CH2:10][CH2:11][CH2:12]1)[CH2:20][CH3:21].[F:22][c:23]1[c:24](-[c:30]2[c:31]3[c:35]([cH:36][cH:37][cH:38]2)[NH:34][C:33](=[O:39])[CH2:32]3)[cH:25][cH:26][cH:27][c:28]1[F:29]>>[CH2:1]([CH3:2])[N:3]([CH2:4][CH2:5][N:6]1[C:7](=[O:19])[c:8]2[c:9]([nH:13][c:14]([CH:17]=[C:32]3[c:31]4[c:30](-[c:24]5[c:23]([F:22])[c:28]([F:29])[cH:27][cH:26][cH:25]5)[cH:38][cH:37][cH:36][c:35]4[NH:34][C:33]3=[O:39])[c:15]2[CH3:16])[CH2:10][CH2:11][CH2:12]1)[CH2:20][CH3:21]. Starting materials: [N+](=O)([O-])C=1C=C(C=O)C=CC1 (m-nitrobenzaldehyde), C(CC(=O)C)(=O)OCCN1CCN(CC1)C(C1=CC=CC=C1)C1=CC=CC=C1 (2-(4-benzhydryl-1-piperazinyl)ethyl acetoacetate), C1=CC=CC=C1 (benzene), N1CCCCC1 (piperidine). Solvent: O (water). Procedure details: A mixture of m-nitrobenzaldehyde (1.67 g), 2-(4-benzhydryl-1-piperazinyl)ethyl acetoacetate (4.20 g), benzene (40 ml) and piperidine (0.05 g) was refluxed for 4 hours, during which time the water produced was removed using a Dean-Stark trap. The mixture was washed with water and dried (MgSO4). The solvent was then distilled off and the residue was purified by column chromatography on silica gel (100 g) [eluent: ethyl ether-ethyl acetate (10:1, v/v)] to give 2-(4-benzhydryl-1-piperazinyl)ethyl 2-... Yields the product [N+](=O)([O-])C=1C=C(C=C(C(=O)OCCN2CCN(CC2)C(C2=CC=CC=C2)C2=CC=CC=C2)C(=O)C)C=CC1 (2-(4-benzhydryl-1-piperazinyl)ethyl 2-(3-nitrobenzylidene)acetoacetate). Reaction SMILES: [N+:1]([C:4]1[CH:5]=[C:6]([CH:9]=[CH:10][CH:11]=1)[CH:7]=O)([O-:3])=[O:2].[C:12]([O:18][CH2:19][CH2:20][N:21]1[CH2:26][CH2:25][N:24]([CH:27]([C:34]2[CH:39]=[CH:38][CH:37]=[CH:36][CH:35]=2)[C:28]2[CH:33]=[CH:32][CH:31]=[CH:30][CH:29]=2)[CH2:23][CH2:22]1)(=[O:17])[CH2:13][C:14]([CH3:16])=[O:15].C1C=CC=CC=1.N1CCCCC1>O>[N+:1]([C:4]1[CH:5]=[C:6]([CH:9]=[CH:10][CH:11]=1)[CH:7]=[C:13]([C:14]([CH3:16])=[O:15])[C:12]([O:18][CH2:19][CH2:20][N:21]1[CH2:22][CH2:23][N:24]([CH:27]([C:34]2[CH:39]=[CH:38][CH:37]=[CH:36][CH:35]=2)[C:28]2[CH:29]=[CH:30][CH:31]=[CH:32][CH:33]=2)[CH2:25][CH2:26]1)=[O:17])([O-:3])=[O:2].